From a dataset of the Open Reaction Database (ORD), a public repository of structured organic reaction records. describe an organic reaction: reactants, conditions, products, and yield Starting materials: Nc1ccc(Br)cc1F, CC(C)(C)P(C(C)(C)C)C(C)(C)C, Cn1c(C#N)ccc1B(O)O, CCOC(C)=O, [F-], [K+], O=C(C=Cc1ccccc1)C=Cc1ccccc1, O=C(C=Cc1ccccc1)C=Cc1ccccc1, O=C(C=Cc1ccccc1)C=Cc1ccccc1, [Pd], [Pd]. The product is Cn1c(C#N)ccc1-c1ccc(N)c(F)c1. Reaction SMILES: [Br:1][c:2]1[cH:3][c:4]([F:9])[c:5]([NH2:6])[cH:7][cH:8]1.[C:23]([P:24]([C:25]([CH3:26])([CH3:27])[CH3:28])[C:29]([CH3:30])([CH3:31])[CH3:32])([CH3:33])([CH3:34])[CH3:35].[CH3:10][n:11]1[c:12]([B:18]([OH:19])[OH:20])[cH:13][cH:14][c:15]1[C:16]#[N:17].[CH3:36][CH2:37][O:38][C:39]([CH3:40])=[O:41].[F-:21].[K+:22].[O:44]=[C:45]([CH:46]=[CH:47][c:48]1[cH:49][cH:50][cH:51][cH:52][cH:53]1)[CH:54]=[CH:55][c:56]1[cH:57][cH:58][cH:59][cH:60][cH:61]1.[O:62]=[C:63]([CH:64]=[CH:65][c:66]1[cH:67][cH:68][cH:69][cH:70][cH:71]1)[CH:72]=[CH:73][c:74]1[cH:75][cH:76][cH:77][cH:78][cH:79]1.[O:80]=[C:81]([CH:82]=[CH:83][c:84]1[cH:85][cH:86][cH:87][cH:88][cH:89]1)[CH:90]=[CH:91][c:92]1[cH:93][cH:94][cH:95][cH:96][cH:97]1.[Pd:42].[Pd:43]>>[c:2]1(-[c:12]2[n:11]([CH3:10])[c:15]([C:16]#[N:17])[cH:14][cH:13]2)[cH:3][c:4]([F:9])[c:5]([NH2:6])[cH:7][cH:8]1. Product: CC1=C(C=CC=C1)OP(=O)=O (Methyl Phosphophenol). Reaction SMILES: [CH3:1][C:2]1[CH:7]=[CH:6][CH:5]=[C:4](P(=O)=O)[C:3]=1[OH:11].[P:12](C1C(C)=CC=CC=1O)(=[O:14])=[O:13]>>[CH3:1][C:2]1[CH:7]=[CH:6][CH:5]=[CH:4][C:3]=1[O:11][P:12](=[O:14])=[O:13]. The reactants are CC1=C(C(=CC=C1)P(=O)=O)O (2-methyl-6-phosphophenol), P(=O)(=O)C1=C(C=CC=C1C)O (2-phospho-3-methyl phenol). Reported procedure: The mixing ratio of 2-methyl-6-phosphophenol and its positional isomer, 2-phospho-3-methyl phenol, was 5:3. The mixing ratio was obtained from the integral values of the spectrum of the two compounds using 1H-NMR. Reactants: C(C)(C)N(C(CN1C2=C(N(C(C(C1=O)=NNC1=CC=CC=C1)=O)CC1=CC=C(C=C1)OC)C=CC=C2)=O)C2=CC=C(C=C2)OC (N-Isopropyl-2-[5-(4-methoxy-benzyl)-2,4-dioxo-3-(phenyl-hydrazono)-2,3,4,5-tetrahydro-benzo[b][1,4]diazepin-1-yl]-N-(4-methoxy-phenyl)-acetamide), resultant mixture. The reagents and catalysts are [Zn] (zinc). The solvent is C(C)(=O)O (acetic acid). The product is NC1C(N(C2=C(N(C1=O)CC(=O)N(C1=CC=C(C=C1)OC)C(C)C)C=CC=C2)CC2=CC=C(C=C2)OC)=O (2-[3-Amino-5-(4-methoxy-benzyl)-2,4-dioxo-2,3,4,5-tetrahydro-benzo[b][1,4]diazepin-1-yl]-N-isopropyl-N-(4-methoxy-phenyl)-acetamide). The yield is 73.5%. Reaction SMILES: [CH:1]([N:4]([C:38]1[CH:43]=[CH:42][C:41]([O:44][CH3:45])=[CH:40][CH:39]=1)[C:5](=[O:37])[CH2:6][N:7]1[C:13](=[O:14])[C:12](=[N:15]NC2C=CC=CC=2)[C:11](=[O:23])[N:10]([CH2:24][C:25]2[CH:30]=[CH:29][C:28]([O:31][CH3:32])=[CH:27][CH:26]=2)[C:9]2[CH:33]=[CH:34][CH:35]=[CH:36][C:8]1=2)([CH3:3])[CH3:2]>C(O)(=O)C.[Zn]>[NH2:15][CH:12]1[C:13](=[O:14])[N:7]([CH2:6][C:5]([N:4]([CH:1]([CH3:3])[CH3:2])[C:38]2[CH:39]=[CH:40][C:41]([O:44][CH3:45])=[CH:42][CH:43]=2)=[O:37])[C:8]2[CH:36]=[CH:35][CH:34]=[CH:33][C:9]=2[N:10]([CH2:24][C:25]2[CH:26]=[CH:27][C:28]([O:31][CH3:32])=[CH:29][CH:30]=2)[C:11]1=[O:23]. Reported procedure: To a stirred solution of N-Isopropyl-2-[5-(4-methoxy-benzyl)-2,4-dioxo-3-(phenyl-hydrazono)-2,3,4,5-tetrahydro-benzo[b][1,4]diazepin-1-yl]-N-(4-methoxy-phenyl)-acetamide (4.55 g, 7.51 mmol) in acetic acid (50 mL) was added zinc dust (4.50 g) and the resultant mixture was stirred 4 hours at ambient temperature. The zinc was separated by filtration, the filtrate was concentrated in vacuo, and the resultant oil partitioned between water (150 mL) and ethyl acetate (250 mL). The pH was adjusted to 8 ... Reactants: B, CCOC(=O)C1(CCCCCCCC(=O)O)Cc2c(c(OC)c(OC)c(OC)c2OC)C1, C1CCOC1, Cl. The product is CCOC(=O)C1(CCCCCCCCO)Cc2c(c(OC)c(OC)c(OC)c2OC)C1. RXN SMILES: [BH3:1].[CH2:2]([CH3:3])[O:4][C:5](=[O:6])[C:7]1([CH2:24][CH2:25][CH2:26][CH2:27][CH2:28][CH2:29][CH2:30][C:31](=[O:32])[OH:33])[CH2:8][c:9]2[c:10]([O:22][CH3:23])[c:11]([O:20][CH3:21])[c:12]([O:18][CH3:19])[c:13]([O:16][CH3:17])[c:14]2[CH2:15]1.[CH2:35]1[O:36][CH2:37][CH2:38][CH2:39]1.[ClH:34]>>[CH2:2]([CH3:3])[O:4][C:5](=[O:6])[C:7]1([CH2:24][CH2:25][CH2:26][CH2:27][CH2:28][CH2:29][CH2:30][CH2:31][OH:32])[CH2:8][c:9]2[c:10]([O:22][CH3:23])[c:11]([O:20][CH3:21])[c:12]([O:18][CH3:19])[c:13]([O:16][CH3:17])[c:14]2[CH2:15]1. Starting materials: ClC1=NN=C(C2=CC=C(C=C12)OC)C1=C(C=CC=C1)OC (1-chloro-7-methoxy-4-(2-methoxyphenyl)phthalazine), NC1CCN(CC1)CC1=CC2=CC=CC=C2C=C1 (4-amino-1-(naphthalen-2-ylmethyl)piperidine). Product: COC1=CC=C2C(=NN=C(C2=C1)NC1CCN(CC1)CC1=CC2=CC=CC=C2C=C1)C1=C(C=CC=C1)OC (7-methoxy-4-(2-methoxyphenyl)-N-[1-(naphthalen-2-ylmethyl)piperidin-4-yl]phthalazin-1-amine). RXN SMILES: Cl[C:2]1[C:11]2[C:6](=[CH:7][CH:8]=[C:9]([O:12][CH3:13])[CH:10]=2)[C:5]([C:14]2[CH:19]=[CH:18][CH:17]=[CH:16][C:15]=2[O:20][CH3:21])=[N:4][N:3]=1.[NH2:22][CH:23]1[CH2:28][CH2:27][N:26]([CH2:29][C:30]2[CH:39]=[CH:38][C:37]3[C:32](=[CH:33][CH:34]=[CH:35][CH:36]=3)[CH:31]=2)[CH2:25][CH2:24]1>>[CH3:13][O:12][C:9]1[CH:10]=[C:11]2[C:6]([C:5]([C:14]3[CH:19]=[CH:18][CH:17]=[CH:16][C:15]=3[O:20][CH3:21])=[N:4][N:3]=[C:2]2[NH:22][CH:23]2[CH2:24][CH2:25][N:26]([CH2:29][C:30]3[CH:39]=[CH:38][C:37]4[C:32](=[CH:33][CH:34]=[CH:35][CH:36]=4)[CH:31]=3)[CH2:27][CH2:28]2)=[CH:7][CH:8]=1. Procedure: This compound is obtained according to the procedure described in 1.4. by reacting 1-chloro-7-methoxy-4-(2-methoxyphenyl)phthalazine described with 4-amino-1-(naphthalen-2-ylmethyl)piperidine. The reactants are CC(C)(C=O)NC(=O)OC(C)(C)C, CC1=CN=C(C=C1)N, [C-]#[N+]C1CCCCC1. Reagents/catalysts: O=C(O)C(F)(F)F (trifluoroacetic acid). Solvent: CC(C)O (isopropyl alcohol), CC(C)O (isopropylalcohol). Reaction conditions: temperature 22 celsius, time 20 hour. The product is Cc1ccc2nc(c(NC3CCCCC3)n2c1)C(C)(C)NC(=O)OC(C)(C)C. Isolated yield 0.0%. Reaction SMILES: CC1=CC=C(N)N=C1.[C-]#[N+]C1CCCCC1.CC(C)(C)OC(=O)NC(C)(C)C=O>>CC1=CN2C(C=C1)=NC(=C2NC1CCCCC1)C(C)(C)NC(=O)OC(C)(C)C.